From a dataset of the Open Reaction Database (ORD), a public repository of structured organic reaction records. describe an organic reaction: reactants, conditions, products, and yield The reactants are CCOC(=O)C(Cc1ccc(OCCc2nc(-c3ccccc3)oc2C)cc1)C(=O)OCC, CCO, Cl, [Na+], C1CCOC1, [OH-], O. Yields the product CCOC(=O)C(Cc1ccc(OCCc2nc(-c3ccccc3)oc2C)cc1)C(=O)O. As a reaction SMILES: [CH3:1][c:2]1[c:3]([CH2:13][CH2:14][O:15][c:16]2[cH:17][cH:18][c:19]([CH2:20][CH:21]([C:22](=[O:23])[O:24][CH2:25][CH3:26])[C:27](=[O:28])[O:29][CH2:30][CH3:31])[cH:32][cH:33]2)[n:4][c:5](-[c:7]2[cH:8][cH:9][cH:10][cH:11][cH:12]2)[o:6]1.[CH3:38][CH2:39][OH:40].[ClH:37].[Na+:36].[O:41]1[CH2:42][CH2:43][CH2:44][CH2:45]1.[OH-:35].[OH2:34]>>[CH3:1][c:2]1[c:3]([CH2:13][CH2:14][O:15][c:16]2[cH:17][cH:18][c:19]([CH2:20][CH:21]([C:22](=[O:23])[O:24][CH2:25][CH3:26])[C:27](=[O:28])[OH:29])[cH:32][cH:33]2)[n:4][c:5](-[c:7]2[cH:8][cH:9][cH:10][cH:11][cH:12]2)[o:6]1. Starting materials: ClC1=C(C=CC(=C1)CO)C(C(C(F)(F)F)(O)C1=CC(=NC=C1)Cl)C (3-(2-chloro-4-hydroxymethyl-phenyl)-2-(2-chloro-pyridin-4-yl)-1,1,1-trifluoro-butan-2-ol), COC(=O)C=1N=NC(=CC1)Cl (methyl-6-chloropyridazine-3-carboxylate). Yields the product COC(=O)C=1N=NC(=CC1)OCC1=CC(=C(C=C1)C(C(C(F)(F)F)(O)C1=CC(=NC=C1)Cl)C)Cl (6-{3-Chloro-4-[2-(2-chloro-pyridin-4-yl)-3,3,3-trifluoro-2-hydroxy-1-methyl-propyl]-benzyloxy}-pyridazine-3-carboxylic acid methyl ester). As a reaction SMILES: [Cl:1][C:2]1[CH:7]=[C:6]([CH2:8][OH:9])[CH:5]=[CH:4][C:3]=1[CH:10]([CH3:24])[C:11]([C:17]1[CH:22]=[CH:21][N:20]=[C:19]([Cl:23])[CH:18]=1)([OH:16])[C:12]([F:15])([F:14])[F:13].[CH3:25][O:26][C:27]([C:29]1[N:30]=[N:31][C:32](Cl)=[CH:33][CH:34]=1)=[O:28]>>[CH3:25][O:26][C:27]([C:29]1[N:30]=[N:31][C:32]([O:9][CH2:8][C:6]2[CH:5]=[CH:4][C:3]([CH:10]([CH3:24])[C:11]([C:17]3[CH:22]=[CH:21][N:20]=[C:19]([Cl:23])[CH:18]=3)([OH:16])[C:12]([F:15])([F:14])[F:13])=[C:2]([Cl:1])[CH:7]=2)=[CH:33][CH:34]=1)=[O:28]. Reported procedure: The title compound was prepared in analogy to Example 93, step 7 from 3-(2-chloro-4-hydroxymethyl-phenyl)-2-(2-chloro-pyridin-4-yl)-1,1,1-trifluoro-butan-2-ol (obtained in Example 120, stepl) by alkylation with methyl-6-chloropyridazine-3-carboxylate [CAS Reg. No. 65202-50-8]. MS (m/e)=516.1 [MH+]. Starting materials: COC(CC1=CC(=CC=C1)NC(=O)C=1OC(=CC1)Br)=O ({3-[(5-Bromo-furan-2-carbonyl)-amino]-phenyl}-acetic acid methyl ester), ClC=1C=C(C=CC1)B(O)O (3-chlorophenylboronic acid). Product: COC(CC1=CC(=CC=C1)NC(=O)C=1OC(=CC1)C1=CC(=CC=C1)Cl)=O ((3-{[5-(3-Chloro-phenyl)-furan-2-carbonyl]-amino}-phenyl)-acetic acid methyl ester). Reaction SMILES: [CH3:1][O:2][C:3](=[O:20])[CH2:4][C:5]1[CH:10]=[CH:9][CH:8]=[C:7]([NH:11][C:12]([C:14]2[O:15][C:16](Br)=[CH:17][CH:18]=2)=[O:13])[CH:6]=1.[Cl:21][C:22]1[CH:23]=[C:24](B(O)O)[CH:25]=[CH:26][CH:27]=1>>[CH3:1][O:2][C:3](=[O:20])[CH2:4][C:5]1[CH:10]=[CH:9][CH:8]=[C:7]([NH:11][C:12]([C:14]2[O:15][C:16]([C:26]3[CH:25]=[CH:24][CH:23]=[C:22]([Cl:21])[CH:27]=3)=[CH:17][CH:18]=2)=[O:13])[CH:6]=1. Procedure details: Methyl ester (16) (100 mg, 0.30 mmol) was coupled to 3-chlorophenylboronic acid (51 mg, 0.33 mmol) using Method E. The crude compound was purified by column chromatography, eluting in 17% EtOAc in heptane to give the title compound. The reactants are N(=NC(=O)OCC)C(=O)OCC (diethyl azodicarboxylate), COC=1C=C(C=CC1OC)[Mg]Br (3,4-dimethoxyphenylmagnesium bromide), C(C)(=O)O (acetic acid), O (H2O). Run in C1CCOC1 (THF), O1CCCC1 (tetrahydrofuran), C1CCOC1 (THF). Run at temperature 0 celsius. The product is C(C)OC(=O)N(NC(=O)OCC)C1=CC(=C(C=C1)OC)OC (N,N'-bis(ethoxycarbonyl)-3,4-dimethoxyphenylhydrazine). Yield: 96.1%. RXN SMILES: [CH3:1][O:2][C:3]1[CH:4]=[C:5]([Mg]Br)[CH:6]=[CH:7][C:8]=1[O:9][CH3:10].[N:13]([C:20]([O:22][CH2:23][CH3:24])=[O:21])=[N:14][C:15]([O:17][CH2:18][CH3:19])=[O:16].C(O)(=O)C.O>O1CCCC1>[CH2:18]([O:17][C:15]([N:14]([C:5]1[CH:6]=[CH:7][C:8]([O:9][CH3:10])=[C:3]([O:2][CH3:1])[CH:4]=1)[NH:13][C:20]([O:22][CH2:23][CH3:24])=[O:21])=[O:16])[CH3:19]. Procedure details: A solution of 3,4-dimethoxyphenylmagnesium bromide (prepared from 10.85 g, 50 mmol of 3,4-dimethoxybromobenzene and 1.34 g, 55 mmol magnesium) in 200 ml tetrahydrofuran (hereinafter THF) was cooled to -75° C. and added to a solution of diethyl azodicarboxylate (8.71 g, 50 mmol) in 250 ml THF at -75° C. under an inert atmosphere. The solution was allowed to warm to 0° C. and acetic acid (3 g, 50 mmol) and H2O (20 ml) were added. The organic solution was dried over MgSO4, filtered and evaporated, ... Reactants: c1(cccnc1)C(C)O, c1(ccccc1)[Si](C)C, c1(c(cccc1)F)[N+](=O)[O-]. Reagents/catalysts: c1ccc(cc1)-c2c3ccccc3cc4ccccc24 (9-Phenylanthracene), CC(C)(C)N=P(N=P(N(C)C)(N(C)C)N(C)C)(N=P(N(C)C)(N(C)C)N(C)C)N=P(N(C)C)(N(C)C)N(C)C (P4-t-Bu). Solvent: CS(=O)C (DMSO). Conditions: temperature 60 celsius, time 18 hour. Product: CC(Oc1ccccc1[N+](=O)[O-])c2cccnc2. Reaction SMILES: [O-:1][N+:2]([c:4]1[c:9](F)[cH:8][cH:7][cH:6][cH:5]1)=[O:3].[CH3:10][CH:11]([c:13]1[cH:18][n:17][cH:16][cH:15][cH:14]1)[OH:12].C[SiH](c1ccccc1)C>>[CH3:10][CH:11]([c:13]1[cH:18][n:17][cH:16][cH:15][cH:14]1)[O:12][c:9]2[c:4]([N+:2]([O-:1])=[O:3])[cH:5][cH:6][cH:7][cH:8]2. The reactants are Cl (hydrochloric acid), aqueous saturated solution, [OH-].[Na+] (sodium hydroxide), ClC1=CC=CC=2N1C=C(N2)COC2=CC=C(CO\N=C(/CCC(=O)OC)\C1=CC=CC=C1)C=C2 (methyl E-4-[4-(5-chloroimidazo[1,2-a]pyridin-2-ylmethoxy)benzyloxyimino]-4-phenylbutyrate), CO (methanol). Solvent: O1CCCC1 (tetrahydrofuran). Conditions: time 1 hour. Yields the product ClC1=CC=CC=2N1C=C(N2)COC2=CC=C(CO\N=C(/CCC(=O)O)\C1=CC=CC=C1)C=C2 (E-4-[4-(5-chloroimidazo[1,2-a]pyridin-2-ylmethoxy)benzyloxyimino]-4-phenylbutyric acid). Isolated yield 80.6%. As a reaction SMILES: [OH-].[Na+].[Cl:3][C:4]1[N:9]2[CH:10]=[C:11]([CH2:13][O:14][C:15]3[CH:36]=[CH:35][C:18]([CH2:19][O:20]/[N:21]=[C:22](/[C:29]4[CH:34]=[CH:33][CH:32]=[CH:31][CH:30]=4)\[CH2:23][CH2:24][C:25]([O:27]C)=[O:26])=[CH:17][CH:16]=3)[N:12]=[C:8]2[CH:7]=[CH:6][CH:5]=1.CO.Cl>O1CCCC1>[Cl:3][C:4]1[N:9]2[CH:10]=[C:11]([CH2:13][O:14][C:15]3[CH:16]=[CH:17][C:18]([CH2:19][O:20]/[N:21]=[C:22](/[C:29]4[CH:34]=[CH:33][CH:32]=[CH:31][CH:30]=4)\[CH2:23][CH2:24][C:25]([OH:27])=[O:26])=[CH:35][CH:36]=3)[N:12]=[C:8]2[CH:7]=[CH:6][CH:5]=1 |f:0.1|. Procedure: A 1N aqueous saturated solution of sodium hydroxide (5 ml) was added to a solution of methyl E-4-[4-(5-chloroimidazo[1,2-a]pyridin-2-ylmethoxy)benzyloxyimino]-4-phenylbutyrate (400 mg) in tetrahydrofuran (10 ml)-methanol (5 ml) and stirred at room temperature for 1 hour. 1N hydrochloric acid (5.5 ml) was added to the reaction mixture and extracted with ethyl acetate. The ethyl acetate layer was washed with an aqueous saturated solution of sodium chloride, dried (MgSO4) and concentrated. The resi... The reactants are [Na] (sodium), C1(=CCCCC1)C1=CC=C(C=C1)O (p-(1-cyclohexenyl)-phenol), C(C)OC(C(CCCCCCCCC)Br)=O (α-bromo-undecanoic acid ethyl ester). Solvent: C(C)O (ethanol), C(C)O (ethanol), C(C)O (ethanol). Product: C(C)OC(C(CCCCCCCCC)OC1=CC=C(C=C1)C1=CCCCC1)=O (α-[p-(1-cyclohexenyl)-phenoxy]-undecanoic acid ethyl ester). As a reaction SMILES: [Na].[C:2]1([C:8]2[CH:13]=[CH:12][C:11]([OH:14])=[CH:10][CH:9]=2)[CH2:7][CH2:6][CH2:5][CH2:4][CH:3]=1.[CH2:15]([O:17][C:18](=[O:30])[CH:19](Br)[CH2:20][CH2:21][CH2:22][CH2:23][CH2:24][CH2:25][CH2:26][CH2:27][CH3:28])[CH3:16]>C(O)C>[CH2:15]([O:17][C:18](=[O:30])[CH:19]([O:14][C:11]1[CH:10]=[CH:9][C:8]([C:2]2[CH2:7][CH2:6][CH2:5][CH2:4][CH:3]=2)=[CH:13][CH:12]=1)[CH2:20][CH2:21][CH2:22][CH2:23][CH2:24][CH2:25][CH2:26][CH2:27][CH3:28])[CH3:16] |^1:0|. Procedure: To a solution of 1.6 g of sodium in 100 ml of absolute ethanol, 10 g of p-(1-cyclohexenyl)-phenol in a small amount of absolute ethanol are added at room temperature under anhydrous conditions and with stirring. 25.2 Grams of α-bromo-undecanoic acid ethyl ester are then added dropwise. and the reaction mixture is stirred for 24 hours at 50° C. The ethanol is subsequently stripped off in vacuo and the residue is partitioned between water and ice-cold N solution hydroxide solution. The organic pha... Reactants: CCOC(=O)c1cn(C2CC2F)c2c(C)c(Br)c(F)cc2c1=O, CC(C)(C)OC(=O)NC12CCC(F)(F)C1CNC2, O=C([O-])[O-], [Cs+], [Cs+], C1COCCO1, O=C(C=Cc1ccccc1)C=Cc1ccccc1, O=C(C=Cc1ccccc1)C=Cc1ccccc1, O=C(C=Cc1ccccc1)C=Cc1ccccc1, O, [Pd], [Pd]. Product: CCOC(=O)c1cn(C2CC2F)c2c(C)c(N3CC4C(F)(F)CCC4(NC(=O)OC(C)(C)C)C3)c(F)cc2c1=O. As a reaction SMILES: [Br:19][c:20]1[c:21]([F:41])[cH:22][c:23]2[c:24](=[O:40])[c:25]([C:35](=[O:36])[O:37][CH2:38][CH3:39])[cH:26][n:27]([CH:31]3[CH:32]([F:34])[CH2:33]3)[c:28]2[c:29]1[CH3:30].[C:1]([CH3:2])([CH3:3])([CH3:4])[O:5][C:6](=[O:7])[NH:8][C:9]12[CH2:10][NH:11][CH2:12][CH:13]1[C:14]([F:17])([F:18])[CH2:15][CH2:16]2.[C:42](=[O:43])([O-:44])[O-:45].[Cs+:46].[Cs+:47].[O:48]1[CH2:49][CH2:50][O:51][CH2:52][CH2:53]1.[O:57]=[C:58]([CH:59]=[CH:60][c:61]1[cH:62][cH:63][cH:64][cH:65][cH:66]1)[CH:67]=[CH:68][c:69]1[cH:70][cH:71][cH:72][cH:73][cH:74]1.[O:75]=[C:76]([CH:77]=[CH:78][c:79]1[cH:80][cH:81][cH:82][cH:83][cH:84]1)[CH:85]=[CH:86][c:87]1[cH:88][cH:89][cH:90][cH:91][cH:92]1.[O:93]=[C:94]([CH:95]=[CH:96][c:97]1[cH:98][cH:99][cH:100][cH:101][cH:102]1)[CH:103]=[CH:104][c:105]1[cH:106][cH:107][cH:108][cH:109][cH:110]1.[OH2:54].[Pd:55].[Pd:56]>>[C:1]([CH3:2])([CH3:3])([CH3:4])[O:5][C:6](=[O:7])[NH:8][C:9]12[CH2:10][N:11]([c:20]3[c:21]([F:41])[cH:22][c:23]4[c:24](=[O:40])[c:25]([C:35](=[O:36])[O:37][CH2:38][CH3:39])[cH:26][n:27]([CH:31]5[CH:32]([F:34])[CH2:33]5)[c:28]4[c:29]3[CH3:30])[CH2:12][CH:13]1[C:14]([F:17])([F:18])[CH2:15][CH2:16]2. Reaction SMILES: [Br:1][c:2]1[c:3]([N:17]2[CH2:18][CH:19]([NH:23][C:24](=[O:25])[O:26][C:27]([CH3:28])([CH3:29])[CH3:30])[CH2:20][CH2:21][CH2:22]2)[c:4]2[c:5]([n:6][cH:7]1)[nH:8][cH:9][c:10]2[NH:11][C:12]([CH2:13][CH2:14][CH3:15])=[O:16].[F:31][C:32]([F:33])([F:34])[C:35]([OH:36])=[O:37]>>[Br:1][c:2]1[c:3]([N:17]2[CH2:18][CH:19]([NH2:23])[CH2:20][CH2:21][CH2:22]2)[c:4]2[c:5]([n:6][cH:7]1)[nH:8][cH:9][c:10]2[NH:11][C:12]([CH2:13][CH2:14][CH3:15])=[O:16]. Product: CCCC(=O)Nc1c[nH]c2ncc(Br)c(N3CCCC(N)C3)c12. The reactants are CCCC(=O)Nc1c[nH]c2ncc(Br)c(N3CCCC(NC(=O)OC(C)(C)C)C3)c12, O=C(O)C(F)(F)F. The reactants are BrC1=CC(=C(N)C=C1F)F (4-bromo-2,5-difluoroaniline), C([O-])([O-])=O.[K+].[K+] (potassium carbonate), BrCC1=CC=CC=C1 ((bromomethyl)benzene). Solvent: C(C)#N (acetonitrile). Product: C(C1=CC=CC=C1)N(C1=C(C=C(C(=C1)F)Br)F)CC1=CC=CC=C1 (N,N-dibenzyl-4-bromo-2,5-difluoroaniline). RXN SMILES: [Br:1][C:2]1[C:8]([F:9])=[CH:7][C:5]([NH2:6])=[C:4]([F:10])[CH:3]=1.C(=O)([O-])[O-].[K+].[K+].Br[CH2:18][C:19]1[CH:24]=[CH:23][CH:22]=[CH:21][CH:20]=1>C(#N)C>[CH2:18]([N:6]([CH2:18][C:19]1[CH:24]=[CH:23][CH:22]=[CH:21][CH:20]=1)[C:5]1[CH:7]=[C:8]([F:9])[C:2]([Br:1])=[CH:3][C:4]=1[F:10])[C:19]1[CH:24]=[CH:23][CH:22]=[CH:21][CH:20]=1 |f:1.2.3|. Procedure details: To a mixture of 4-bromo-2,5-difluoroaniline (8 g, 39 mmol) and potassium carbonate (16 g, 116 mmol) in acetonitrile (200 mL) was added (bromomethyl)benzene (14.5 g, 85 mmol). After refluxing for 20 hours, the mixture was filtered and the filtrate was concentrated. The residue was purified by flash chromatography on silica gel (200-300 mesh) eluting with 5/1 petroleum ether/ethyl acetate to give the title compound. MS: 388 (M+H+).